This data is from the Open Reaction Database (ORD), a public repository of structured organic reaction records. The task is: describe an organic reaction: reactants, conditions, products, and yield Reactants: [H][H], C1CCOC1, O=C1NC(=O)C(c2c[nH]c3ccccc23)=C1C(=O)c1cn2c3c(cccc13)CCC2. Yields the product O=C1NC(=O)C(c2c[nH]c3ccccc23)C1C(=O)c1cn2c3c(cccc13)CCC2. As a reaction SMILES: [H:31][H:32].[O:33]1[CH2:34][CH2:35][CH2:36][CH2:37]1.[c:1]1([C:13](=[O:14])[C:15]2=[C:19]([c:20]3[cH:21][nH:22][c:23]4[cH:24][cH:25][cH:26][cH:27][c:28]34)[C:18](=[O:29])[NH:17][C:16]2=[O:30])[cH:2][n:3]2[c:12]3[c:7]([cH:8][cH:9][cH:10][c:11]13)[CH2:6][CH2:5][CH2:4]2>>[c:1]1([C:13](=[O:14])[CH:15]2[C:16](=[O:30])[NH:17][C:18](=[O:29])[CH:19]2[c:20]2[cH:21][nH:22][c:23]3[cH:24][cH:25][cH:26][cH:27][c:28]23)[cH:2][n:3]2[c:12]3[c:7]([cH:8][cH:9][cH:10][c:11]13)[CH2:6][CH2:5][CH2:4]2. Reactants: CCCCOCCOc1ccc(-c2ccc3c(c2)C=C(C(=O)Nc2ccc(SCc4ccccc4OCOC)cc2)CCN3CC(C)C)cc1, ClCCl, O=C(OO)c1cccc(Cl)c1, [Na+], [Na+], O=S([O-])([O-])=S. Yields the product CCCCOCCOc1ccc(-c2ccc3c(c2)C=C(C(=O)Nc2ccc(S(=O)Cc4ccccc4OCOC)cc2)CCN3CC(C)C)cc1. Reaction SMILES: [CH2:1]([CH2:2][CH2:3][CH3:4])[O:5][CH2:6][CH2:7][O:8][c:9]1[cH:10][cH:11][c:12](-[c:15]2[cH:16][cH:17][c:18]3[c:19]([cH:50]2)[CH:20]=[C:21]([C:29](=[O:30])[NH:31][c:32]2[cH:33][cH:34][c:35]([S:38][CH2:39][c:40]4[c:41]([O:46][CH2:47][O:48][CH3:49])[cH:42][cH:43][cH:44][cH:45]4)[cH:36][cH:37]2)[CH2:22][CH2:23][N:24]3[CH2:25][CH:26]([CH3:27])[CH3:28])[cH:13][cH:14]1.[CH2:69]([Cl:70])[Cl:71].[Cl:51][c:52]1[cH:53][cH:54][cH:55][c:56]([C:57]([O:58][OH:60])=[O:59])[cH:61]1.[Na+:67].[Na+:68].[S:62]([O-:63])([O-:64])(=[O:65])=[S:66]>>[CH2:1]([CH2:2][CH2:3][CH3:4])[O:5][CH2:6][CH2:7][O:8][c:9]1[cH:10][cH:11][c:12](-[c:15]2[cH:16][cH:17][c:18]3[c:19]([cH:50]2)[CH:20]=[C:21]([C:29](=[O:30])[NH:31][c:32]2[cH:33][cH:34][c:35]([S:38]([CH2:39][c:40]4[c:41]([O:46][CH2:47][O:48][CH3:49])[cH:42][cH:43][cH:44][cH:45]4)=[O:59])[cH:36][cH:37]2)[CH2:22][CH2:23][N:24]3[CH2:25][CH:26]([CH3:27])[CH3:28])[cH:13][cH:14]1. Reactants: CC1CC(c2c[nH]c3c(C(N)=O)cc(Br)cc23)CC(C)S1(=O)=O, O=C([O-])[O-], [K+], [K+], C1COCCO1, OB(O)c1ccsc1. The product is CC1CC(c2c[nH]c3c(C(N)=O)cc(-c4ccsc4)cc23)CC(C)S1(=O)=O. Reaction SMILES: [Br:1][c:2]1[cH:3][c:4]2[c:5]([CH:14]3[CH2:15][CH:16]([CH3:23])[S:17](=[O:21])(=[O:22])[CH:18]([CH3:20])[CH2:19]3)[cH:6][nH:7][c:8]2[c:9]([C:11](=[O:12])[NH2:13])[cH:10]1.[C:32](=[O:33])([O-:34])[O-:35].[K+:36].[K+:37].[O:38]1[CH2:39][CH2:40][O:41][CH2:42][CH2:43]1.[s:24]1[cH:25][c:26]([B:29]([OH:30])[OH:31])[cH:27][cH:28]1>>[c:2]1(-[c:26]2[cH:25][s:24][cH:28][cH:27]2)[cH:3][c:4]2[c:5]([CH:14]3[CH2:15][CH:16]([CH3:23])[S:17](=[O:21])(=[O:22])[CH:18]([CH3:20])[CH2:19]3)[cH:6][nH:7][c:8]2[c:9]([C:11](=[O:12])[NH2:13])[cH:10]1. The reactants are CS(C)=O, [H-], Nc1cc(Cl)ccn1, [Na+], Oc1ccc2cc[nH]c2c1. Product: Nc1cc(Oc2ccc3cc[nH]c3c2)ccn1. Reaction SMILES: [CH3:21][S:22](=[O:23])[CH3:24].[H-:1].[NH2:13][c:14]1[n:15][cH:16][cH:17][c:18]([Cl:20])[cH:19]1.[Na+:2].[OH:3][c:4]1[cH:5][cH:6][c:7]2[cH:8][cH:9][nH:10][c:11]2[cH:12]1>>[O:3]([c:4]1[cH:5][cH:6][c:7]2[cH:8][cH:9][nH:10][c:11]2[cH:12]1)[c:18]1[cH:17][cH:16][n:15][c:14]([NH2:13])[cH:19]1.